From a dataset of the Open Reaction Database (ORD), a public repository of structured organic reaction records. describe an organic reaction: reactants, conditions, products, and yield Starting materials: c1cc(OCC2CO2)ccc1CCOCC1CC1, NCCOc1ccc(C2=NNC(=O)CC2)cc1. Yields the product O=C1CCC(c2ccc(OCCNCC(O)COc3ccc(CCOCC4CC4)cc3)cc2)=NN1. RXN SMILES: [CH:1]1([CH2:4][O:5][CH2:6][CH2:7][c:8]2[cH:9][cH:10][c:11]([O:12][CH2:13][CH:14]3[CH2:15][O:16]3)[cH:17][cH:18]2)[CH2:2][CH2:3]1.[NH2:19][CH2:20][CH2:21][O:22][c:23]1[cH:24][cH:25][c:26]([C:29]2=[N:34][NH:33][C:32](=[O:35])[CH2:31][CH2:30]2)[cH:27][cH:28]1>>[CH:1]1([CH2:4][O:5][CH2:6][CH2:7][c:8]2[cH:9][cH:10][c:11]([O:12][CH2:13][CH:14]([CH2:15][NH:19][CH2:20][CH2:21][O:22][c:23]3[cH:24][cH:25][c:26]([C:29]4=[N:34][NH:33][C:32](=[O:35])[CH2:31][CH2:30]4)[cH:27][cH:28]3)[OH:16])[cH:17][cH:18]2)[CH2:2][CH2:3]1.